describe an organic reaction: reactants, conditions, products, and yield From a dataset of the Open Reaction Database (ORD), a public repository of structured organic reaction records. Starting materials: [B] (boron), ClC=1C=C(C=CC1F)NCC(=O)NC1=C(C=CC(=C1)OC)C (2-(3-chloro-4-fluorophenylamino)-N-(5-methoxy-2-methylphenyl)-acetamide), ice water. The solvent is ClCCl (dichloromethane), ClCCl (dichloromethane). Conditions: time 20 hour. The product is ClC=1C=C(C=CC1F)NCC(=O)NC1=C(C=CC(=C1)O)C (3-Chloro-4-fluorophenylamino-N-(5-hydroxy-2-methylphenyl)-acetamide). Yield: 70.5%. As a reaction SMILES: [Cl:1][C:2]1[CH:3]=[C:4]([NH:9][CH2:10][C:11]([NH:13][C:14]2[CH:19]=[C:18]([O:20]C)[CH:17]=[CH:16][C:15]=2[CH3:22])=[O:12])[CH:5]=[CH:6][C:7]=1[F:8].[B]>ClCCl>[Cl:1][C:2]1[CH:3]=[C:4]([NH:9][CH2:10][C:11]([NH:13][C:14]2[CH:19]=[C:18]([OH:20])[CH:17]=[CH:16][C:15]=2[CH3:22])=[O:12])[CH:5]=[CH:6][C:7]=1[F:8]. Reported procedure: To a solution of 2-(3-chloro-4-fluorophenylamino)-N-(5-methoxy-2-methylphenyl)-acetamide (3.93 g) in anhydrous dichloromethane (450 ml) was stirred under nitrogen at −78° C. was added a solution of boron tribrouide (1M in dichloromethane, 95 ml) dropwise. The mixture was then allowed to warm to room temperature and stirred under nitrogen for 20 hours before being poured into ice/water (1 l), stirred vigorously for 1 hour and extracted into ethyl acetate (3×500 ml), dried (MgSO4) and concentrated...